This data is from the Open Reaction Database (ORD), a public repository of structured organic reaction records. The task is: describe an organic reaction: reactants, conditions, products, and yield Starting materials: CN(C)CCCCl, CN(C)C=O, Cl, [H-], Nc1cccnc1Nc1ccccc1C(=O)c1ccccc1, [Na+]. Product: CN(C)CCCN(c1ccccc1C(=O)c1ccccc1)c1ncccc1N. RXN SMILES: [CH3:26][N:27]([CH2:28][CH2:29][CH2:30][Cl:31])[CH3:32].[CH3:33][N:34]([CH3:35])[CH:36]=[O:37].[ClH:25].[H-:1].[NH2:3][c:4]1[c:5]([NH:10][c:11]2[c:12]([C:17](=[O:18])[c:19]3[cH:20][cH:21][cH:22][cH:23][cH:24]3)[cH:13][cH:14][cH:15][cH:16]2)[n:6][cH:7][cH:8][cH:9]1.[Na+:2]>>[NH2:3][c:4]1[c:5]([N:10]([c:11]2[c:12]([C:17](=[O:18])[c:19]3[cH:20][cH:21][cH:22][cH:23][cH:24]3)[cH:13][cH:14][cH:15][cH:16]2)[CH2:30][CH2:29][CH2:28][N:27]([CH3:26])[CH3:32])[n:6][cH:7][cH:8][cH:9]1. The reactants are ClC=1N=C2N(C(C1)=O)CC[C@H](N2)C(F)(F)F ((8S)-2-chloro-8-trifluoromethyl-6,7,8,9-tetrahydropyrimido[1,2-a]pyrimidin-4-one), Br.BrCC(=O)C1=CC=2OCCNC2N=C1 (2-bromo-1-(3,4-dihydro-2H-pyrido[3,2-b][1,4]oxazin-7-yl)ethanone hydrobromide). Product: ClC=1N=C2N(C(C1)=O)CC[C@H](N2CC(=O)C2=CC=1OCCNC1N=C2)C(F)(F)F ((8S)-2-chloro-9-[2-(3,4-dihydro-2H-pyrido[3,2-b][1,4]oxazin-7-yl)-2-oxoethyl]-8-trifluoromethyl-6,7,8,9-tetrahydropyrimido[1,2-a]pyrimidin-4-one). Reaction SMILES: [Cl:1][C:2]1[N:3]=[C:4]2[NH:12][C@H:11]([C:13]([F:16])([F:15])[F:14])[CH2:10][CH2:9][N:5]2[C:6](=[O:8])[CH:7]=1.Br.Br[CH2:19][C:20]([C:22]1[CH:31]=[N:30][C:29]2[NH:28][CH2:27][CH2:26][O:25][C:24]=2[CH:23]=1)=[O:21]>>[Cl:1][C:2]1[N:3]=[C:4]2[N:12]([CH2:19][C:20]([C:22]3[CH:31]=[N:30][C:29]4[NH:28][CH2:27][CH2:26][O:25][C:24]=4[CH:23]=3)=[O:21])[C@H:11]([C:13]([F:14])([F:15])[F:16])[CH2:10][CH2:9][N:5]2[C:6](=[O:8])[CH:7]=1 |f:1.2|. Reported procedure: 200 mg (0.79 mmol) of (8S)-2-chloro-8-trifluoromethyl-6,7,8,9-tetrahydropyrimido[1,2-a]pyrimidin-4-one and 319.86 mg (0.95 mmol) of 2-bromo-1-(3,4-dihydro-2H-pyrido[3,2-b][1,4]oxazin-7-yl)ethanone hydrobromide were used in the reaction. After purification by chromatography on silica gel (eluent: 90/10 DCM/MeOH), 110 mg of (8S)-2-chloro-9-[2-(3,4-dihydro-2H-pyrido[3,2-b][1,4]oxazin-7-yl)-2-oxoethyl]-8-trifluoromethyl-6,7,8,9-tetrahydropyrimido[1,2-a]pyrimidin-4-one are obtained, the characteristi... Reactants: C(#N)C=1C=C(C=CC1)C1=CC(=NC=N1)O (6-(3-cyanophenyl)-4-hydroxypyrimidine), P(=O)(Cl)(Cl)Cl (phosphorus oxychloride). Product: ClC1=NC=NC(=C1)C1=CC(=CC=C1)C#N (4-chloro-6-(3-cyanophenyl)-pyrimidine). Reaction SMILES: [C:1]([C:3]1[CH:4]=[C:5]([C:9]2[N:14]=[CH:13][N:12]=[C:11](O)[CH:10]=2)[CH:6]=[CH:7][CH:8]=1)#[N:2].P(Cl)(Cl)([Cl:18])=O>>[Cl:18][C:11]1[CH:10]=[C:9]([C:5]2[CH:6]=[CH:7][CH:8]=[C:3]([C:1]#[N:2])[CH:4]=2)[N:14]=[CH:13][N:12]=1. Reported procedure: 6-(3-cyanophenyl)-4-hydroxypyrimidine is boiled under reflux with phosphorus oxychloride to give the title compound. The reactants are BrCCC1CCCCC1 ((2-bromoethyl)cyclohexane), ClC=1C=NC=C(C1NC1=CC(OC2=C(C(=CC=C12)OC)O)=O)Cl (4-(3,5-dichloropyridin-4-ylamino)-8-hydroxy-7-methoxy-2H-chromen-2-one). The product is C1(CCCCC1)CCOC=1C(=CC=C2C(=CC(OC12)=O)NC1=C(C=NC=C1Cl)Cl)OC (8-(2-Cyclohexylethoxy)-4-(3,5-dichloropyridin-4-ylamino)-7-methoxy-2H-chromen-2-one). RXN SMILES: Br[CH2:2][CH2:3][CH:4]1[CH2:9][CH2:8][CH2:7][CH2:6][CH2:5]1.[Cl:10][C:11]1[CH:12]=[N:13][CH:14]=[C:15]([Cl:32])[C:16]=1[NH:17][C:18]1[C:27]2[C:22](=[C:23]([OH:30])[C:24]([O:28][CH3:29])=[CH:25][CH:26]=2)[O:21][C:20](=[O:31])[CH:19]=1>>[CH:4]1([CH2:3][CH2:2][O:30][C:23]2[C:24]([O:28][CH3:29])=[CH:25][CH:26]=[C:27]3[C:22]=2[O:21][C:20](=[O:31])[CH:19]=[C:18]3[NH:17][C:16]2[C:15]([Cl:32])=[CH:14][N:13]=[CH:12][C:11]=2[Cl:10])[CH2:9][CH2:8][CH2:7][CH2:6][CH2:5]1. Reported procedure: The title compound was prepared from (2-bromoethyl)cyclohexane and 4-(3,5-dichloropyridin-4-ylamino)-8-hydroxy-7-methoxy-2H-chromen-2-one (Example 29) following the procedure outlined in Example 25. 1H NMR (400 MHz, DMSO-d6): δ 9.52 (s, 1H), 8.82 (s, 2H), 7.95 (d, 1H), 7.21 (d, 1H), 4.64 (s, 1H), 4.02 (t, 2H), 3.92 (s, 3H), 1.80-1.50 (m, 8H), 1.70 (m, 3H), 0.90 (m, 2H); MS (ESI): 463.0. The reactants are CC(=O)O[BH-](OC(C)=O)OC(C)=O, CO, O=C(c1ccc(F)cc1)C1CCNCC1, [Na+], O=CCC1CCC(NC(=O)c2ccnc3ccccc23)CC1. Yields the product O=C(NC1CCC(CCN2CCC(C(=O)c3ccc(F)cc3)CC2)CC1)c1ccnc2ccccc12. RXN SMILES: [C:38]([O:39][BH-:40]([O:41][C:42](=[O:43])[CH3:44])[O:45][C:46](=[O:47])[CH3:48])(=[O:49])[CH3:50].[CH3:52][OH:53].[F:1][c:2]1[cH:3][cH:4][c:5]([C:6](=[O:7])[CH:8]2[CH2:9][CH2:10][NH:11][CH2:12][CH2:13]2)[cH:14][cH:15]1.[Na+:51].[O:16]=[CH:17][CH2:18][CH:19]1[CH2:20][CH2:21][CH:22]([NH:25][C:26](=[O:27])[c:28]2[cH:29][cH:30][n:31][c:32]3[cH:33][cH:34][cH:35][cH:36][c:37]23)[CH2:23][CH2:24]1>>[F:1][c:2]1[cH:3][cH:4][c:5]([C:6](=[O:7])[CH:8]2[CH2:9][CH2:10][N:11]([CH2:17][CH2:18][CH:19]3[CH2:20][CH2:21][CH:22]([NH:25][C:26](=[O:27])[c:28]4[cH:29][cH:30][n:31][c:32]5[cH:33][cH:34][cH:35][cH:36][c:37]45)[CH2:23][CH2:24]3)[CH2:12][CH2:13]2)[cH:14][cH:15]1. As a reaction SMILES: [Br:1][c:2]1[cH:3][c:4]([Br:10])[cH:5][c:6]([O:8][CH3:9])[cH:7]1.[CH3:11][CH2:12][S-:13].[CH3:15][N:16]([CH3:17])[CH:18]=[O:19].[Na+:14].[OH2:20]>>[c:2]1([S:13][CH2:12][CH3:11])[cH:3][c:4]([Br:10])[cH:5][c:6]([O:8][CH3:9])[cH:7]1. The product is CCSc1cc(Br)cc(OC)c1. Starting materials: COc1cc(Br)cc(Br)c1, CC[S-], CN(C)C=O, [Na+], O.